This data is from the Open Reaction Database (ORD), a public repository of structured organic reaction records. The task is: describe an organic reaction: reactants, conditions, products, and yield The reactants are NC=1C=C(C=CC1F)NC1=CC=C2C(=N1)SC(=N2)NC(=O)C2CC2 (N-{5-[(3-Amino-4-fluorophenyl)amino][1,3]thiazolo[5,4-b]pyridin-2-yl}cyclopropanecarboxamide), N(=C=O)C1=CC=C(C=C1)OC(F)(F)F (1-isocyanato-4-(trifluoromethoxy)benzene). The solvent is N1=CC=CC=C1 (pyridine), C(C)(=O)OCC (ethyl acetate). Conditions: temperature 70 celsius, time 8 hour. Yields the product FC1=C(C=C(C=C1)NC1=CC=C2C(=N1)SC(=N2)NC(=O)C2CC2)NC(NC2=CC=C(C=C2)OC(F)(F)F)=O (N-(5-{[4-fluoro-3-({[4-(trifluoromethoxy)phenyl]carbamoyl}amino)phenyl]amino}[1,3]thiazolo[5,4-b]pyridin-2-yl)cyclopropanecarboxamide). Yield: 45.7%. RXN SMILES: [NH2:1][C:2]1[CH:3]=[C:4]([NH:9][C:10]2[N:15]=[C:14]3[S:16][C:17]([NH:19][C:20]([CH:22]4[CH2:24][CH2:23]4)=[O:21])=[N:18][C:13]3=[CH:12][CH:11]=2)[CH:5]=[CH:6][C:7]=1[F:8].[N:25]([C:28]1[CH:33]=[CH:32][C:31]([O:34][C:35]([F:38])([F:37])[F:36])=[CH:30][CH:29]=1)=[C:26]=[O:27]>N1C=CC=CC=1.C(OCC)(=O)C>[F:8][C:7]1[CH:6]=[CH:5][C:4]([NH:9][C:10]2[N:15]=[C:14]3[S:16][C:17]([NH:19][C:20]([CH:22]4[CH2:23][CH2:24]4)=[O:21])=[N:18][C:13]3=[CH:12][CH:11]=2)=[CH:3][C:2]=1[NH:1][C:26](=[O:27])[NH:25][C:28]1[CH:33]=[CH:32][C:31]([O:34][C:35]([F:36])([F:38])[F:37])=[CH:30][CH:29]=1. Reported procedure: N-{5-[(3-Amino-4-fluorophenyl)amino][1,3]thiazolo[5,4-b]pyridin-2-yl}cyclopropanecarboxamide (200 mg, 0.58 mmol) was dissolved in pyridine (3.0 mL), 1-isocyanato-4-(trifluoromethoxy)benzene (132 μL, 0.88 mmol) was added, and the mixture was stirred at 70° C. for 8 hr. The reaction mixture was cooled to room temperature, diluted with ethyl acetate (10 mL) and washed successively with water (10 mL) and saturated brine (10 mL). The organic layer was dried over anhydrous sodium sulfate and concentra... Reactants: Cc1cc(C)c([N+](=O)[O-])c(C)c1Br, C[O-], CO, [Cl-], [Na+], c1ccncc1. Yields the product COc1c(C)cc(C)c([N+](=O)[O-])c1C. As a reaction SMILES: [Br:1][c:2]1[c:3]([CH3:13])[cH:4][c:5]([CH3:12])[c:6]([N+:9](=[O:10])[O-:11])[c:7]1[CH3:8].[CH3:14][O-:15].[CH3:18][OH:19].[Cl-:17].[Na+:16].[cH:20]1[cH:21][cH:22][n:23][cH:24][cH:25]1>>[c:2]1([O:15][CH3:14])[c:3]([CH3:13])[cH:4][c:5]([CH3:12])[c:6]([N+:9](=[O:10])[O-:11])[c:7]1[CH3:8]. The reactants are NCC1=CN=C(C2=CC(=C(C=C12)OC)OC)C(=O)C1=C(C=CC(=C1)OC)F.Cl (hydrochloride salt (4-Aminomethyl-6,7-dimethoxy-isoquinolin-1-yl)-(2-fluoro-5-methoxy-phenyl)-methanone), CS(=O)(=O)Cl (methanesulfonyl chloride), C(C)(C)N(C(C)C)CC (N,N-diisopropylethylamine). Run in C(Cl)Cl (methylene chloride). Conditions: temperature -78 celsius, time 1 hour. The product is FC1=C(C(=O)C2=NC=C(C3=CC(=C(C=C23)OC)OC)CNS(=O)(=O)C)C=C(C=C1)OC (N-[1-(2-Fluoro-5-methoxy-benzoyl)-6,7-dimethoxy-isoquinolin-4-ylmethyl]-methanesulfonamide). Isolated yield 69.0%. RXN SMILES: [NH2:1][CH2:2][C:3]1[C:12]2[C:7](=[CH:8][C:9]([O:15][CH3:16])=[C:10]([O:13][CH3:14])[CH:11]=2)[C:6]([C:17]([C:19]2[CH:24]=[C:23]([O:25][CH3:26])[CH:22]=[CH:21][C:20]=2[F:27])=[O:18])=[N:5][CH:4]=1.Cl.[CH3:29][S:30](Cl)(=[O:32])=[O:31].C(N(CC)C(C)C)(C)C>C(Cl)Cl>[F:27][C:20]1[CH:21]=[CH:22][C:23]([O:25][CH3:26])=[CH:24][C:19]=1[C:17]([C:6]1[C:7]2[C:12](=[CH:11][C:10]([O:13][CH3:14])=[C:9]([O:15][CH3:16])[CH:8]=2)[C:3]([CH2:2][NH:1][S:30]([CH3:29])(=[O:32])=[O:31])=[CH:4][N:5]=1)=[O:18] |f:0.1|. Procedure: (4-Aminomethyl-6,7-dimethoxy-isoquinolin-1-yl)-(2-fluoro-5-methoxy-phenyl)-methanone (Example 27) (100.5 mg, 0.2269 mmol) was suspended in 5 ml of methylene chloride. The solution was cooled to −78° C. and methanesulfonyl chloride (0.0195 ml, 1.10 eq) was added followed by the addition of N,N-diisopropylethylamine (0.122 ml, 3.0 eq). The mixture was stirred at −78° C. for 1 hr and then at room temperature overnight. The mixture was evaporated and the residue was purified through a flash column c... Starting materials: NC1=C(NC)C=CC(=C1)[N+](=O)[O-] (2-amino-4-nitro-N-methylaniline), O.O.C(C(=O)O)(=O)O (oxalic acid dihydrate). The solvent is Cl (hydrochloric acid). Run at temperature 25 celsius. Yields the product CN1C(C(NC2=CC(=CC=C12)[N+](=O)[O-])=O)=O (1-methyl-6-nitroquinoxaline-2.3-(1H,4H)-dione). Isolated yield 76.6%. RXN SMILES: [NH2:1][C:2]1[CH:9]=[C:8]([N+:10]([O-:12])=[O:11])[CH:7]=[CH:6][C:3]=1[NH:4][CH3:5].O.O.[C:15](O)(=[O:19])[C:16](O)=[O:17]>Cl>[CH3:5][N:4]1[C:3]2[C:2](=[CH:9][C:8]([N+:10]([O-:12])=[O:11])=[CH:7][CH:6]=2)[NH:1][C:16](=[O:17])[C:15]1=[O:19] |f:1.2.3|. Procedure details: A mixture of 1.0 g (5.9 mmol) 2-amino-4-nitro-N-methylaniline and 1.5 g (11.9 mmol) oxalic acid dihydrate in 50 ml 4N hydrochloric acid was refluxed for 3 h. After cooling to 25° C., the precipitate was filtered off and washed with water. The crude product was recrystallized (dimethylformamide-water) to give 1.0 g (78%) of 1-methyl-6-nitroquinoxaline-2.3-(1H,4H)-dione. M.p. 356° C. NMR (DMSO-d6): 12.2 (1H, broad s), 7.9 (1H, d), 7.8 (1H, s), 7.4 (1H, d), 3.47 (3H, s). The reactants are CC(C(=O)[O-])c1cc(Br)c(Oc2cc(Br)c(O)c(Br)c2)c(Br)c1, Cl, [Li+], C1CCOC1, [OH-]. Yields the product O=C(O)Cc1cc(Br)c(Oc2cc(Br)c(O)c(Br)c2)c(Br)c1. Reaction SMILES: [CH3:3][CH:4]([C:5](=[O:6])[O-:7])[c:8]1[cH:9][c:10]([Br:25])[c:11]([O:15][c:16]2[cH:17][c:18]([Br:24])[c:19]([OH:23])[c:20]([Br:22])[cH:21]2)[c:12]([Br:14])[cH:13]1.[ClH:26].[Li+:1].[O:27]1[CH2:28][CH2:29][CH2:30][CH2:31]1.[OH-:2]>>[CH2:4]([C:5](=[O:6])[OH:7])[c:8]1[cH:9][c:10]([Br:25])[c:11]([O:15][c:16]2[cH:17][c:18]([Br:24])[c:19]([OH:23])[c:20]([Br:22])[cH:21]2)[c:12]([Br:14])[cH:13]1.